This data is from the Open Reaction Database (ORD), a public repository of structured organic reaction records. The task is: describe an organic reaction: reactants, conditions, products, and yield The reactants are CC(C)C[Al+]CC(C)C, CCOC(=O)C(C)(CCC(C)C)C(=O)OCC, Cc1ccccc1, ClCCl, [H-]. Product: CCOC(=O)C(C)(C=O)CCC(C)C. As a reaction SMILES: [CH2:19]([Al+:20][CH2:21][CH:22]([CH3:23])[CH3:24])[CH:25]([CH3:26])[CH3:27].[CH2:1]([CH3:2])[O:3][C:4]([C:5]([C:6](=[O:7])[O:8][CH2:9][CH3:10])([CH2:11][CH2:12][CH:13]([CH3:14])[CH3:15])[CH3:16])=[O:17].[CH3:28][c:29]1[cH:30][cH:31][cH:32][cH:33][cH:34]1.[Cl:35][CH2:36][Cl:37].[H-:18]>>[CH2:1]([CH3:2])[O:3][C:4]([C:5]([CH:6]=[O:7])([CH2:11][CH2:12][CH:13]([CH3:14])[CH3:15])[CH3:16])=[O:17]. Reactants: O (water), [Br-].N1N=C(C2=CC=CC=C12)C[P+](C1=CC=CC=C1)(C1=CC=CC=C1)C1=CC=CC=C1 ((1H-indazol-3-ylmethyl)triphenylphosphonium bromide), O=C1N(C(CN1)=O)CCOC1=C(C(=C(C=O)C=C1)[N+](=O)[O-])OC (4-[2-(2,5-dioxoimidazolidin-1-yl)ethoxy]-3-methoxy-2-nitrobenzaldehyde), C([O-])([O-])=O.[K+].[K+] (potassium carbonate). Solvent: CO (methanol). Reaction conditions: time 1 hour. The product is N1N=C(C2=CC=CC=C12)/C=C/C1=C(C(=C(OCCN2C(NCC2=O)=O)C=C1)OC)[N+](=O)[O-] ((E)-3-(2-{4-[2-(1H-indazol-3-yl)vinyl]-2-methoxy-3-nitrophenoxy}ethyl)imidazolidine 2,4-dione). Yield: 28.6%. RXN SMILES: [Br-].[NH:2]1[C:10]2[C:5](=[CH:6][CH:7]=[CH:8][CH:9]=2)[C:4]([CH2:11][P+](C2C=CC=CC=2)(C2C=CC=CC=2)C2C=CC=CC=2)=[N:3]1.[O:31]=[C:32]1[NH:36][CH2:35][C:34](=[O:37])[N:33]1[CH2:38][CH2:39][O:40][C:41]1[CH:48]=[CH:47][C:44]([CH:45]=O)=[C:43]([N+:49]([O-:51])=[O:50])[C:42]=1[O:52][CH3:53].C(=O)([O-])[O-].[K+].[K+].O>CO>[NH:2]1[C:10]2[C:5](=[CH:6][CH:7]=[CH:8][CH:9]=2)[C:4](/[CH:11]=[CH:45]/[C:44]2[CH:47]=[CH:48][C:41]([O:40][CH2:39][CH2:38][N:33]3[C:34](=[O:37])[CH2:35][NH:36][C:32]3=[O:31])=[C:42]([O:52][CH3:53])[C:43]=2[N+:49]([O-:51])=[O:50])=[N:3]1 |f:0.1,3.4.5|. Procedure: (1H-indazol-3-ylmethyl)triphenylphosphonium bromide (0.12 g, 0.26 mmol), 4-[2-(2,5-dioxoimidazolidin-1-yl)ethoxy]-3-methoxy-2-nitrobenzaldehyde (0.08 g, 0.24 mmol) obtained in Step 1 and potassium carbonate (0.07 g, 0.47 mmol) were dissolved in methanol (3.0 mL), followed by stirring at room temperature for 1.0 hour. The reaction mixture was added with water and extracted with ethyl acetate. The organic layer was washed with saturated brine, dried over anhydrous magnesium sulfate and the solvent... Starting materials: BrC1=CC2=C(N(C(CN=C2C=2C=C(C#N)C=CC2)=O)C)C=C1OC (3-(7-bromo-8-methoxy-1-methyl-2-oxo-2,3-dihydro-1H-benzo[e][1,4]diazepin-5-yl)-benzonitrile), C1(=CC=CC=C1)B(O)O (benzene boronic acid), C(#N)C1=CC=C(C=C1)B(O)O (4-cyanophenyl boronic acid). The product is COC=1C(=CC2=C(N(C(CN=C2C=2C=C(C#N)C=CC2)=O)C)C1)C1=CC=C(C=C1)C#N (3-(8-Methoxy-1-methyl-2-oxo-7-(4-cyanophenyl)-2,3-dihydro-1H-benzo[e][1,4]diazepin-5-yl)-benzonitrile). Isolated yield 14.0%. As a reaction SMILES: Br[C:2]1[C:22]([O:23][CH3:24])=[CH:21][C:5]2[N:6]([CH3:20])[C:7](=[O:19])[CH2:8][N:9]=[C:10]([C:11]3[CH:12]=[C:13]([CH:16]=[CH:17][CH:18]=3)[C:14]#[N:15])[C:4]=2[CH:3]=1.C1(B(O)O)C=CC=CC=1.[C:34]([C:36]1[CH:41]=[CH:40][C:39](B(O)O)=[CH:38][CH:37]=1)#[N:35]>>[CH3:24][O:23][C:22]1[C:2]([C:39]2[CH:40]=[CH:41][C:36]([C:34]#[N:35])=[CH:37][CH:38]=2)=[CH:3][C:4]2[C:10]([C:11]3[CH:12]=[C:13]([CH:16]=[CH:17][CH:18]=3)[C:14]#[N:15])=[N:9][CH2:8][C:7](=[O:19])[N:6]([CH3:20])[C:5]=2[CH:21]=1. Reported procedure: Prepared from 3-(7-bromo-8-methoxy-1-methyl-2-oxo-2,3-dihydro-1H-benzo[e][1,4]diazepin-5-yl)-benzonitrile Intermediate 9 using the same method described for Example 1 and instead of using benzene boronic acid, we used 4-cyanophenyl boronic acid. The title compound (25 mg) was obtained as a beige solid, (yield=14%). Reactants: BrC=1C=C(C(=C(C1)OC)C)[N+](=O)[O-] (5-bromo-1-methoxy-2-methyl-3-nitrobenzene), ClC1=C(N)C=CC=C1B1OC(C(O1)(C)C)(C)C (2-chloro-3-(4,4,5,5-tetramethyl-1,3,2-dioxaborolan-2-yl)aniline). Yields the product BrC=1C=C(C(=C(N)C1)C)OC (5-bromo-3-methoxy-2-methylaniline). As a reaction SMILES: [Br:1][C:2]1[CH:3]=[C:4]([N+:11]([O-])=O)[C:5]([CH3:10])=[C:6]([O:8][CH3:9])[CH:7]=1.ClC1C(B2OC(C)(C)C(C)(C)O2)=CC=CC=1N>>[Br:1][C:2]1[CH:7]=[C:6]([O:8][CH3:9])[C:5]([CH3:10])=[C:4]([CH:3]=1)[NH2:11]. Reported procedure: This material was prepared from 5-bromo-1-methoxy-2-methyl-3-nitrobenzene following the procedure used for SM-9, step 2: LCMS (m/z): 216.0 (MH+); tR=0.65 minute. Reaction SMILES: [CH2:39]([Cl:40])[Cl:41].[Cl:1][c:2]1[cH:3][cH:4][c:5]([C:8]2=[C:9]([CH3:21])[CH2:10][N:11]([C:14](=[O:15])[O:16][C:17]([CH3:18])([CH3:19])[CH3:20])[CH2:12][CH2:13]2)[cH:6][cH:7]1.[Na+:37].[Na+:38].[OH:22][O:23][C:24]([c:25]1[cH:26][c:27]([Cl:28])[cH:29][cH:30][cH:31]1)=[O:32].[S:33]([O-:34])([O-:35])=[O:36]>>[Cl:1][c:2]1[cH:3][cH:4][c:5]([C:8]23[C:9]([CH3:21])([CH2:10][N:11]([C:14](=[O:15])[O:16][C:17]([CH3:18])([CH3:19])[CH3:20])[CH2:12][CH2:13]2)[O:22]3)[cH:6][cH:7]1. Starting materials: ClCCl, CC1=C(c2ccc(Cl)cc2)CCN(C(=O)OC(C)(C)C)C1, [Na+], [Na+], O=C(OO)c1cccc(Cl)c1, O=S([O-])[O-]. Product: CC(C)(C)OC(=O)N1CCC2(c3ccc(Cl)cc3)OC2(C)C1. The reactants are FC1=C(C=CC=C1F)C1=CC=C(C=C1)OCCCCCCOC(C=C)=O (2,3-difluoro-4'-[6-(acryloyloxy)hexyloxy]biphenyl), BrCCCCCCCCO (8-bromo-1-octanol), BrCCCCCCO (6-bromo-1-hexanol). The product is C(C=C)(=O)OCCCCCCCCBr (8-acryloyloxy-1-bromooctane). Isolated yield 78.0%. As a reaction SMILES: FC1C(F)=CC=CC=1C1C=C[C:12]([O:15]CCCCCCOC(=O)C=C)=[CH:11][CH:10]=1.[Br:27][CH2:28][CH2:29][CH2:30][CH2:31][CH2:32][CH2:33][CH2:34][CH2:35][OH:36].BrCCCCCCO>>[C:12]([O:36][CH2:35][CH2:34][CH2:33][CH2:32][CH2:31][CH2:30][CH2:29][CH2:28][Br:27])(=[O:15])[CH:11]=[CH2:10]. Procedure: The same procedure as in the synthesis (a) of Example 2 was repeated except that 34.7 g of 8-bromo-1-octanol were used instead of 30 g of 6-bromo-1-hexanol to give 34.1 g (Y., 78%) of 8-acryloyloxy-1-bromooctane. GC; 97%